From a dataset of the Open Reaction Database (ORD), a public repository of structured organic reaction records. describe an organic reaction: reactants, conditions, products, and yield Reactants: CC(=O)O, C=O, COC(=O)C=Cc1ccc2c(c1)C(=O)CC1(CCN(C(=O)OC(C)(C)C)CC1)O2, CO, Fc1ccc2cc[nH]c2c1, C1COCCO1. The product is COC(=O)C=Cc1ccc2c(c1)C(=O)CC1(CCN(Cc3c[nH]c4cc(F)ccc34)CC1)O2. As a reaction SMILES: [C:30]([OH:31])(=[O:32])[CH3:33].[CH2:34]=[O:35].[CH3:1][O:2][C:3]([CH:4]=[CH:5][c:6]1[cH:7][c:8]2[c:13]([cH:14][cH:15]1)[O:12][C:11]1([CH2:10][C:9]2=[O:28])[CH2:16][CH2:17][N:18]([C:21]([O:22][C:23]([CH3:24])([CH3:25])[CH3:26])=[O:27])[CH2:19][CH2:20]1)=[O:29].[CH3:46][OH:47].[F:36][c:37]1[cH:38][cH:39][c:40]2[cH:41][cH:42][nH:43][c:44]2[cH:45]1.[O:48]1[CH2:49][CH2:50][O:51][CH2:52][CH2:53]1>>[CH3:1][O:2][C:3]([CH:4]=[CH:5][c:6]1[cH:7][c:8]2[c:13]([cH:14][cH:15]1)[O:12][C:11]1([CH2:10][C:9]2=[O:28])[CH2:16][CH2:17][N:18]([CH2:21][c:41]2[c:40]3[cH:39][cH:38][c:37]([F:36])[cH:45][c:44]3[nH:43][cH:42]2)[CH2:19][CH2:20]1)=[O:29]. The reactants are ClC1=CC(=C(C(=N1)SCC)C(=O)NCC1=CC(=CC=C1)F)C (6-chloro-2-ethylsulfanyl-N-[(3-fluorophenyl)-methyl]-4-methyl-pyridine-3-carboxylic acid amide), N1CCOCC1 (morpholine). The solvent is O (water), CCOC(=O)C (EtOAc). Reaction conditions: temperature 120 celsius. Product: C(C)SC1=NC(=CC(=C1C(=O)NCC1=CC(=CC=C1)F)C)N1CCOCC1 (2-ethylsulfanyl-N-[(3-fluorophenyl)-methyl]-4-methyl-6-morpholin-4-yl-pyridine-3-carboxylic acid amide). The yield is 75.0%. Reaction SMILES: Cl[C:2]1[N:7]=[C:6]([S:8][CH2:9][CH3:10])[C:5]([C:11]([NH:13][CH2:14][C:15]2[CH:20]=[CH:19][CH:18]=[C:17]([F:21])[CH:16]=2)=[O:12])=[C:4]([CH3:22])[CH:3]=1.[NH:23]1[CH2:28][CH2:27][O:26][CH2:25][CH2:24]1>O.CCOC(C)=O>[CH2:9]([S:8][C:6]1[C:5]([C:11]([NH:13][CH2:14][C:15]2[CH:20]=[CH:19][CH:18]=[C:17]([F:21])[CH:16]=2)=[O:12])=[C:4]([CH3:22])[CH:3]=[C:2]([N:23]2[CH2:28][CH2:27][O:26][CH2:25][CH2:24]2)[N:7]=1)[CH3:10]. Procedure: A mixture of 1.5 g (4.4 mmol) 6-chloro-2-ethylsulfanyl-N-[(3-fluorophenyl)-methyl]-4-methyl-pyridine-3-carboxylic acid amide and 1.9 ml (22.1 mmol) morpholine was heated in the microwave at 120° C. for 30 min. Subsequently the RM was diluted with water and EtOAc and the layers were separated. The organic layer was washed with a 1M aq. NaOH sol. and brine, dried over MgSO4 and concentrated in vacuo. Crystallisation (hexane/EtOAc 3:1) of the residue yielded 1.3 g (3.3 mmol, 75%) 2-ethylsulfanyl-N-... The reactants are CC(C)(C)OC(=O)n1nc(-c2cc3cc(O[SiH2]C(C)(C)C)ccc3n2C(=O)OC(C)(C)C)c2cc(OCc3ccccc3)ccc21, CCCC[N+](CCCC)(CCCC)CCCC, [F-], C1CCOC1. Product: CC(C)(C)OC(=O)n1nc(-c2cc3cc(O)ccc3n2C(=O)OC(C)(C)C)c2cc(OCc3ccccc3)ccc21. As a reaction SMILES: [C:19]([CH3:20])([CH3:21])([CH3:22])[O:23][C:24](=[O:25])[n:26]1[n:27][c:28](-[c:43]2[n:44]([C:58](=[O:59])[O:60][C:61]([CH3:62])([CH3:63])[CH3:64])[c:45]3[cH:46][cH:47][c:48]([O:52][SiH2:53][C:54]([CH3:55])([CH3:56])[CH3:57])[cH:49][c:50]3[cH:51]2)[c:29]2[cH:30][c:31]([O:35][CH2:36][c:37]3[cH:38][cH:39][cH:40][cH:41][cH:42]3)[cH:32][cH:33][c:34]12.[CH3:2][CH2:3][CH2:4][CH2:5][N+:6]([CH2:7][CH2:8][CH2:9][CH3:10])([CH2:11][CH2:12][CH2:13][CH3:14])[CH2:15][CH2:16][CH2:17][CH3:18].[F-:1].[O:65]1[CH2:66][CH2:67][CH2:68][CH2:69]1>>[C:19]([CH3:20])([CH3:21])([CH3:22])[O:23][C:24](=[O:25])[n:26]1[n:27][c:28](-[c:43]2[n:44]([C:58](=[O:59])[O:60][C:61]([CH3:62])([CH3:63])[CH3:64])[c:45]3[cH:46][cH:47][c:48]([OH:52])[cH:49][c:50]3[cH:51]2)[c:29]2[cH:30][c:31]([O:35][CH2:36][c:37]3[cH:38][cH:39][cH:40][cH:41][cH:42]3)[cH:32][cH:33][c:34]12. Starting materials: S1C(=CC=C1)C=1NC=C(N1)C=O (2-Thiophen-2-yl-1H-imidazole-4-carbaldehyde), C([O-])([O-])=O.[K+].[K+] (Potassium carbonate), CI (Methyl iodide). The solvent is CN(C=O)C (N,N-Dimethylformamide), CN(C)C=O (DMF). Run at temperature 70 celsius. Yields the product CN1C(=NC=C1C=O)C=1SC=CC1 (3-Methyl-2-thiophen-2-yl-3H-imidazole-4-carbaldehyde). Reaction SMILES: CI.[S:3]1[CH:7]=[CH:6][CH:5]=[C:4]1[C:8]1[NH:9][CH:10]=[C:11]([CH:13]=[O:14])[N:12]=1.[C:15](=O)([O-])[O-].[K+].[K+]>CN(C=O)C>[CH3:15][N:12]1[C:11]([CH:13]=[O:14])=[CH:10][N:9]=[C:8]1[C:4]1[S:3][CH:7]=[CH:6][CH:5]=1 |f:2.3.4|. Procedure details: Methyl iodide (477 mg, 3.36 mmol) dissolved in DMF (0.5 ml) was added dropwise to a stirred solution of 2-Thiophen-2-yl-1H-imidazole-4-carbaldehyde (0.57 g, 3.2 mmol) and Potassium carbonate (0.486 g, 3.52 mmol) in dry N,N-Dimethylformamide (6 mL) at rt. The solution was stirred at 70° C. 3 h. Most of the DMF was evaporated off and the residue was partioned between EtOAc (50 ml) and brine (25 ml). The phases were separated and the organic phase was dried (Na2SO4) and the solvent was evaporated o... Reactants: C1(=CC=CC=C1)C(C(=O)N)(CCCNC)C1=CC=CC=C1 (2,2-diphenyl-5-methylaminopentanamide), C(CC1=CC=CC=C1)Cl (phenethyl chloride), [I-].[K+] (potassium iodide), C(C)#N (acetonitrile). The product is C1(=CC=CC=C1)C(C(=O)N)(CCCN(CCC1=CC=CC=C1)C)C1=CC=CC=C1 (2,2-diphenyl-5-(N-methyl-N-phenethylamino)pentanamide). RXN SMILES: [C:1]1([C:7]([C:16]2[CH:21]=[CH:20][CH:19]=[CH:18][CH:17]=2)([CH2:11][CH2:12][CH2:13][NH:14][CH3:15])[C:8]([NH2:10])=[O:9])[CH:6]=[CH:5][CH:4]=[CH:3][CH:2]=1.C(Cl)[CH2:23][C:24]1[CH:29]=[CH:28][CH:27]=[CH:26][CH:25]=1.[I-].[K+].[C:33](#N)C>>[C:1]1([C:7]([C:16]2[CH:21]=[CH:20][CH:19]=[CH:18][CH:17]=2)([CH2:11][CH2:12][CH2:13][N:14]([CH3:33])[CH2:15][CH2:23][C:24]2[CH:29]=[CH:28][CH:27]=[CH:26][CH:25]=2)[C:8]([NH2:10])=[O:9])[CH:2]=[CH:3][CH:4]=[CH:5][CH:6]=1 |f:2.3|. Procedure: A mixture containing 2,2-diphenyl-5-methylaminopentanamide (0.28 g--see Preparation 3), phenethyl chloride (0.14 g) anhydrous potassium carbonate (0.58 g), anhydrous potassium iodide (0.3 g) and acetonitrile (10 ml) was heated under reflux for 16 hours. The mixture was partitioned between dichloromethane (30 ml) and 10% aqueous sodium carbonate (30 ml), the layers separated and the aqueous layer extracted with dichloromethane (2×20 ml). The reactants are C1CCOC1, CCCCOC(=O)C=Cc1cc[nH]c1. Yields the product CCCCOC(=O)CCc1cc[nH]c1. Reaction SMILES: [CH2:15]1[O:16][CH2:17][CH2:18][CH2:19]1.[nH:1]1[cH:2][c:3]([CH:6]=[CH:7][C:8](=[O:9])[O:10][CH2:11][CH2:12][CH2:13][CH3:14])[cH:4][cH:5]1>>[nH:1]1[cH:2][c:3]([CH2:6][CH2:7][C:8](=[O:9])[O:10][CH2:11][CH2:12][CH2:13][CH3:14])[cH:4][cH:5]1.